From a dataset of the Open Reaction Database (ORD), a public repository of structured organic reaction records. describe an organic reaction: reactants, conditions, products, and yield Reactants: CCOC(C)=O, CO, ClCCl, Cl, CC(C)(C)OC(=O)NC1(c2ccc(-c3nc4ccc5nnc(-c6cnccn6)n5c4nc3-c3ccccc3)cc2)CCC1. Product: Cl, NC1(c2ccc(-c3nc4ccc5nnc(-c6cnccn6)n5c4nc3-c3ccccc3)cc2)CCC1. Reaction SMILES: [CH3:2][CH2:3][O:4][C:5]([CH3:6])=[O:7].[CH3:51][OH:52].[Cl:53][CH2:54][Cl:55].[ClH:1].[c:8]1(-[c:14]2[c:15](-[c:33]3[cH:34][cH:35][c:36]([C:39]4([NH:43][C:44](=[O:45])[O:46][C:47]([CH3:48])([CH3:49])[CH3:50])[CH2:40][CH2:41][CH2:42]4)[cH:37][cH:38]3)[n:16][c:17]3[c:18]([n:19]2)[n:20]2[c:21]([cH:22][cH:23]3)[n:24][n:25][c:26]2-[c:27]2[n:28][cH:29][cH:30][n:31][cH:32]2)[cH:9][cH:10][cH:11][cH:12][cH:13]1>>[ClH:1].[c:8]1(-[c:14]2[c:15](-[c:33]3[cH:34][cH:35][c:36]([C:39]4([NH2:43])[CH2:40][CH2:41][CH2:42]4)[cH:37][cH:38]3)[n:16][c:17]3[c:18]([n:19]2)[n:20]2[c:21]([cH:22][cH:23]3)[n:24][n:25][c:26]2-[c:27]2[n:28][cH:29][cH:30][n:31][cH:32]2)[cH:9][cH:10][cH:11][cH:12][cH:13]1.